From a dataset of the Open Reaction Database (ORD), a public repository of structured organic reaction records. describe an organic reaction: reactants, conditions, products, and yield The reactants are O (water), C(=O)([O-])[O-].[K+].[K+] (K2CO3), C(CS)(=O)OC (methyl thioglycolate), ClC1=C(C=NC=C1)C=O (4-chloropyridine-3-carboxaldehyde). The solvent is CN(C)C=O (DMF). Run at temperature 45 celsius, time 8 hour. The product is S1C(=CC=2C=NC=CC21)C(=O)OC (Methyl thieno[3,2-c]pyridine-2-carboxylate). Isolated yield 63.7%. RXN SMILES: Cl[C:2]1[CH:7]=[CH:6][N:5]=[CH:4][C:3]=1[CH:8]=O.O.C([O-])([O-])=O.[K+].[K+].[C:17]([O:21][CH3:22])(=[O:20])[CH2:18][SH:19]>CN(C=O)C>[S:19]1[C:2]2[CH:7]=[CH:6][N:5]=[CH:4][C:3]=2[CH:8]=[C:18]1[C:17]([O:21][CH3:22])=[O:20] |f:2.3.4|. Reported procedure: To a solution of 4-chloropyridine-3-carboxaldehyde (D-1) (1.4 g, 10 mmol) dissolved in DMF (10 mL) and water (1 mL) were added K2CO3 (1.66 g, 12 mmol) and methyl thioglycolate (1.07 mL, 12 mmol) portion-wise. The reaction mixture was stirred at 45° C. overnight and then quenched with cold water. The flask was placed on ice to enhance precipitation. The precipitate was collected by filtration and air-dried to afford the title compound (1.23 g). MS (m/z): 194 (M+1)+. The reactants are C(C)(C)(C)OC(=O)N1CCN(CC1)C1=NC=CC(=N1)Cl (4-(4-chloropyrimidin-2-yl)piperazine-1-carboxylic acid tert-butyl ester), CC1(OB(OC1(C)C)C1=CC=2C(CCC(C2C=C1)(C)C)(C)C)C (4,4,5,5-tetramethyl-2-(5,5,8,8-tetramethyl-5,6,7,8-tetrahydronaphthalen-2-yl)-1,3,2-dioxaborolane). Product: C(C)(C)(C)OC(=O)N1CCN(CC1)C1=NC=CC(=N1)C1=CC=2C(CCC(C2C=C1)(C)C)(C)C (4-[4-(5,5,8,8-Tetramethyl-5,6,7,8-tetrahydronaphthalen-2-yl)-pyrimidin-2-yl]piperazine-1-carboxylic acid tert-butyl ester). As a reaction SMILES: [C:1]([O:5][C:6]([N:8]1[CH2:13][CH2:12][N:11]([C:14]2[N:19]=[C:18](Cl)[CH:17]=[CH:16][N:15]=2)[CH2:10][CH2:9]1)=[O:7])([CH3:4])([CH3:3])[CH3:2].CC1(C)C(C)(C)OB([C:29]2[CH:38]=[CH:37][C:36]3[C:35]([CH3:40])([CH3:39])[CH2:34][CH2:33][C:32]([CH3:42])([CH3:41])[C:31]=3[CH:30]=2)O1>>[C:1]([O:5][C:6]([N:8]1[CH2:13][CH2:12][N:11]([C:14]2[N:19]=[C:18]([C:38]3[CH:29]=[CH:30][C:31]4[C:32]([CH3:42])([CH3:41])[CH2:33][CH2:34][C:35]([CH3:40])([CH3:39])[C:36]=4[CH:37]=3)[CH:17]=[CH:16][N:15]=2)[CH2:10][CH2:9]1)=[O:7])([CH3:4])([CH3:3])[CH3:2]. Procedure: The preparation is carried out analogously to FS 103 starting from 4-(4-chloropyrimidin-2-yl)piperazine-1-carboxylic acid tert-butyl ester (preparation analogous to US 2005/176722) and 4,4,5,5-tetramethyl-2-(5,5,8,8-tetramethyl-5,6,7,8-tetrahydronaphthalen-2-yl)-1,3,2-dioxaborolane. Reactants: NCCO, N#Cc1ccc(Cl)c([N+](=O)[O-])c1, O. The product is N#Cc1ccc(NCCO)c([N+](=O)[O-])c1. Reaction SMILES: [CH2:1]([OH:2])[CH2:3][NH2:4].[Cl:5][c:6]1[c:7]([N+:14](=[O:15])[O-:16])[cH:8][c:9]([C:10]#[N:11])[cH:12][cH:13]1.[OH2:17]>>[CH2:1]([OH:2])[CH2:3][NH:4][c:6]1[c:7]([N+:14](=[O:15])[O-:16])[cH:8][c:9]([C:10]#[N:11])[cH:12][cH:13]1. Reactants: FC1=C(C#N)C=CC=C1F (2,3-difluorobenzonitrile), N (ammonia). Solvent: C(C)O (ethanol). Run at temperature 140 celsius. Product: CCCC(C)C (isohexane), NC1=C(C#N)C=CC=C1F (2-amino-3-fluorobenzonitrile). Yield: 50.0%. Reaction SMILES: F[C:2]1[C:9]([F:10])=[CH:8][CH:7]=[CH:6][C:3]=1[C:4]#[N:5].[NH3:11]>C(O)C>[CH3:8][CH2:9][CH2:2][CH:3]([CH3:6])[CH3:4].[NH2:11][C:2]1[C:9]([F:10])=[CH:8][CH:7]=[CH:6][C:3]=1[C:4]#[N:5]. Procedure details: A mixture of 2,3-difluorobenzonitrile (19.0 g, 137 mmol) and ethanol (200 ml) pre-saturated with ammonia gas was heated at 140° C. in an autoclave for 8 h (terminal pressure 200 psi). The mixture was allowed to cool to ambient temperature and evaporated to dryness. The residue was dissolved in water (400 ml) and extracted with diethyl ether (2×300 ml). The combined organics were washed with water (300 ml) and brine (250 ml), dried over anhydrous magnesium sulfate, filtered and evaporated. Tritur... Starting materials: COC(CC(=O)N1CCC(CC1)C1=CC(=C(C=C1)OC)OC1CCCC1)=O (3-[4-(3-cyclopentyloxy-4-methoxyphenyl)-piperidin-1-yl]-3-oxo-propionic acid methyl ester), Cl.CCOCC (HCl Et2O), N(=O)OCCC(C)C (isoamyl nitrite). The solvent is CCOC(=O)C (EtOAc). Reaction conditions: time 10 minute. Yields the product COC(C(C(=O)N1CCC(CC1)C1=CC(=C(C=C1)OC)OC1CCCC1)=NO)=O (3-[4-(3-cyclopentyloxy-4-methoxyphenyl)piperidin-1-yl]-2-(hydroxyimino)-3-oxo-propionic acid methyl ester). RXN SMILES: [CH3:1][O:2][C:3](=[O:27])[CH2:4][C:5]([N:7]1[CH2:12][CH2:11][CH:10]([C:13]2[CH:18]=[CH:17][C:16]([O:19][CH3:20])=[C:15]([O:21][CH:22]3[CH2:26][CH2:25][CH2:24][CH2:23]3)[CH:14]=2)[CH2:9][CH2:8]1)=[O:6].Cl.CCOCC.[N:34](OCCC(C)C)=[O:35]>CCOC(C)=O>[CH3:1][O:2][C:3](=[O:27])[C:4](=[N:34][OH:35])[C:5]([N:7]1[CH2:12][CH2:11][CH:10]([C:13]2[CH:18]=[CH:17][C:16]([O:19][CH3:20])=[C:15]([O:21][CH:22]3[CH2:23][CH2:24][CH2:25][CH2:26]3)[CH:14]=2)[CH2:9][CH2:8]1)=[O:6] |f:1.2|. Reported procedure: To 3-[4-(3-cyclopentyloxy-4-methoxyphenyl)-piperidin-1-yl]-3-oxo-propionic acid methyl ester (5.3 mmol, 2.0 g) was added a solution of HCl/Et2O (1N, 55 mL) and isoamyl nitrite (6.36 mmol, 0.854 mL) at room temperature. After 10 minutes, the reaction mixture had become homogenous, and a white precipitate formed after and additional 30 minutes. After 3 hours, the reaction mixture was diluted with EtOAc and washed with H2O. The aqueous phase was extracted with EtOAc, the organics dried (Na2SO2) and... The reactants are OP(=O)(O)[O-].[K+] (KH2PO4), P(=O)(O)(O)[O-].[K+] (potassium dihydrogen phosphate), C(=O)(OC(C)(C)C)NCC(CCC(=O)OCCCCCCCCCC(=O)OCC(Cl)(Cl)Cl)=O (2,2,2-trichloroethyl 10-[5-(Boc-amino)-4-oxopentanoyloxy]decanoate), OP(=O)(O)[O-].[K+] (KH2PO4). The reagents and catalysts are [Zn] (zinc), [Zn] (zinc). The solvent is O1CCCC1 (tetrahydrofuran). Conditions: time 18 hour. Product: C(=O)(OC(C)(C)C)NCC(CCC(=O)OCCCCCCCCCC(=O)O)=O (9-carboxynonyl 5-(Boc-amino)-4-oxopentanoate). The yield is 92.5%. RXN SMILES: P([O-])(O)(O)=O.[K+].[C:7]([NH:14][CH2:15][C:16](=[O:39])[CH2:17][CH2:18][C:19]([O:21][CH2:22][CH2:23][CH2:24][CH2:25][CH2:26][CH2:27][CH2:28][CH2:29][CH2:30][C:31]([O:33]CC(Cl)(Cl)Cl)=[O:32])=[O:20])([O:9][C:10]([CH3:13])([CH3:12])[CH3:11])=[O:8]>O1CCCC1.[Zn]>[C:7]([NH:14][CH2:15][C:16](=[O:39])[CH2:17][CH2:18][C:19]([O:21][CH2:22][CH2:23][CH2:24][CH2:25][CH2:26][CH2:27][CH2:28][CH2:29][CH2:30][C:31]([OH:33])=[O:32])=[O:20])([O:9][C:10]([CH3:13])([CH3:12])[CH3:11])=[O:8] |f:0.1|. Procedure: One molar potassium dihydrogen phosphate (KH2PO4) solution (4.0 mL; 4.0 mmol) followed by zinc powder (2.0 g; 30 mmol) was added to a stirred solution of the product from 12b (1.50 g; 2.8 mmol) in tetrahydrofuran (25 mL). After stirring 18 h at ambient temperature, a new portion of 1 M KH2PO4 solution (5 mL) and zinc (2.0 g; 30 mmol) was added. Additional 1 M KH2PO4 solution (25 mL) was added after 5 h and the mixture was stirred overnight at ambient temperature. The mixture was vacuum filtered ... Starting materials: FC1=CC=C(C=C1)NC1=CC=C(C=C1)C1=NN(C2=C1CC=1SC=CC21)COCC[Si](C)(C)C ((4-Fluoro-phenyl)-{4-[4-(2-trimethylsilanyl-ethoxymethyl)-4,7-dihydro-1-thia-4,5-diaza-cyclopenta[a]pentalen-6-yl]-phenyl}-amine), Cl (HCl). Solvent: CO (MeOH). Run at temperature 100 celsius. The product is S1C=2CC3=C(C2C=C1)NN=C3C3=CC=C(C=C3)NC3=CC=C(C=C3)F ([4-(4,7-Dihydro-1-thia-4,5-diaza-cyclopenta[a]pentalen-6-yl)-phenyl]-(4-fluoro-phen yl)-amine). Yield: 84.0%. Reaction SMILES: [F:1][C:2]1[CH:7]=[CH:6][C:5]([NH:8][C:9]2[CH:14]=[CH:13][C:12]([C:15]3[C:19]4[CH2:20][C:21]5[S:22][CH:23]=[CH:24][C:25]=5[C:18]=4[N:17](COCC[Si](C)(C)C)[N:16]=3)=[CH:11][CH:10]=2)=[CH:4][CH:3]=1.Cl>CO>[S:22]1[CH:23]=[CH:24][C:25]2[C:18]3[NH:17][N:16]=[C:15]([C:12]4[CH:11]=[CH:10][C:9]([NH:8][C:5]5[CH:6]=[CH:7][C:2]([F:1])=[CH:3][CH:4]=5)=[CH:14][CH:13]=4)[C:19]=3[CH2:20][C:21]1=2. Reported procedure: (4-Fluoro-phenyl)-{4-[4-(2-trimethylsilanyl-ethoxymethyl)-4,7-dihydro-1-thia-4,5-diaza-cyclopenta[a]pentalen-6-yl]-phenyl}-amine (0.25 g, 0.5 mmol) was dissolved in MeOH and treated with concentrated HCl (0.16 mL, 5 mmol). The reaction mixture was heated at 100° C. for 4 hr. The solution was cooled to room temperature and the resultant precipitate was filtered, washed with MeOH and concentrated under reduced pressure to provide the corresponding [4-(4,7-Dihydro-1-thia-4,5-diaza-cyclopenta[a]pent... Reactants: CCOC(=O)CCNCc1ccccc1, C=O, CO, c1ccc2[nH]nnc2c1. The product is CCOC(=O)CCN(Cc1ccccc1)Cn1nnc2ccccc21. RXN SMILES: [CH2:10]([c:11]1[cH:12][cH:13][cH:14][cH:15][cH:16]1)[NH:17][CH2:18][CH2:19][C:20](=[O:21])[O:22][CH2:23][CH3:24].[CH2:25]=[O:26].[CH3:27][OH:28].[nH:1]1[n:2][n:3][c:4]2[c:5]1[cH:6][cH:7][cH:8][cH:9]2>>[n:1]1([CH2:25][N:17]([CH2:10][c:11]2[cH:12][cH:13][cH:14][cH:15][cH:16]2)[CH2:18][CH2:19][C:20](=[O:21])[O:22][CH2:23][CH3:24])[n:2][n:3][c:4]2[c:5]1[cH:6][cH:7][cH:8][cH:9]2. Reactants: OCCC1=C2CC(NC2=CC=C1)=O (4-(2-hydroxy-ethyl)-1,3-dihydro-indol-2-one), N1C=CC2=CC(=CC=C12)C=O (1H-indole-5-carbaldehyde). Reagents/catalysts: N1CCCCC1 (piperidine). The solvent is C(C)O (ethanol). Conditions: temperature 90 celsius. Yields the product OCCC1=C2C(C(NC2=CC=C1)=O)=CC=1C=C2C=CNC2=CC1 (4-(2-hydroxy-ethyl)-3-(1H-indol-5-ylmethylene)-1,3-dihydro-indol-2-one). Yield: 71.7%. As a reaction SMILES: [OH:1][CH2:2][CH2:3][C:4]1[CH:12]=[CH:11][CH:10]=[C:9]2[C:5]=1[CH2:6][C:7](=[O:13])[NH:8]2.[NH:14]1[C:22]2[C:17](=[CH:18][C:19]([CH:23]=O)=[CH:20][CH:21]=2)[CH:16]=[CH:15]1>N1CCCCC1.C(O)C>[OH:1][CH2:2][CH2:3][C:4]1[CH:12]=[CH:11][CH:10]=[C:9]2[C:5]=1[C:6](=[CH:23][C:19]1[CH:18]=[C:17]3[C:22](=[CH:21][CH:20]=1)[NH:14][CH:15]=[CH:16]3)[C:7](=[O:13])[NH:8]2. Reported procedure: A mixture of 4-(2-hydroxy-ethyl)-1,3-dihydro-indol-2-one (39 mg, 0.22 mmol), 1H-indole-5-carbaldehyde (32 mg, 0.22 mmol) and 1 drop of piperidine in ethanol was heated at 90° C. for overnight and cooled to room temperature. The reaction mixture was concentrated and the residue was purified on silica gel column to give 48 mg (72%) of 4-(2-hydroxy-ethyl)-3-(1H-indol-5-ylmethylene)-1,3-dihydro-indol-2-one as a yellow solid.